From a dataset of the Open Reaction Database (ORD), a public repository of structured organic reaction records. describe an organic reaction: reactants, conditions, products, and yield The reactants are BrCC1=CC=C(C=C1)C1=CC=NO1 (5-(4-bromomethylphenyl)-isoxazole), C(C)OC(CN=C(C1=CC=CC=C1)C1=CC=CC=C1)=O (N-diphenylmethylene-glycine ethyl ester). Reagents/catalysts: S(=O)(=O)(O)[O-].C(CCC)[N+](CCCC)(CCCC)CCCC (tetrabutylammonium hydrogensulfate). Solvent: ClCCl (dichloromethane), [OH-].[Na+] (sodium hydroxide). Product: C(C)OC([C@@H](N=C(C1=CC=CC=C1)C1=CC=CC=C1)CC1=CC=C(C=C1)C1=CC=NO1)=O (N-diphenylmethylene-3-[4-(5-isoxazolyl)-phenyl]-alanine ethyl ester). As a reaction SMILES: Br[CH2:2][C:3]1[CH:8]=[CH:7][C:6]([C:9]2[O:13][N:12]=[CH:11][CH:10]=2)=[CH:5][CH:4]=1.[CH2:14]([O:16][C:17](=[O:33])[CH2:18][N:19]=[C:20]([C:27]1[CH:32]=[CH:31][CH:30]=[CH:29][CH:28]=1)[C:21]1[CH:26]=[CH:25][CH:24]=[CH:23][CH:22]=1)[CH3:15]>ClCCl.S([O-])(O)(=O)=O.C([N+](CCCC)(CCCC)CCCC)CCC.[OH-].[Na+]>[CH2:14]([O:16][C:17](=[O:33])[C@H:18]([CH2:2][C:3]1[CH:8]=[CH:7][C:6]([C:9]2[O:13][N:12]=[CH:11][CH:10]=2)=[CH:5][CH:4]=1)[N:19]=[C:20]([C:27]1[CH:32]=[CH:31][CH:30]=[CH:29][CH:28]=1)[C:21]1[CH:22]=[CH:23][CH:24]=[CH:25][CH:26]=1)[CH3:15] |f:3.4,5.6|. Procedure details: 5-(4-bromomethylphenyl)-isoxazole (700 mg) and N-diphenylmethylene-glycine ethyl ester (890 mg) are dissolved in dichloromethane (20 ml) and stirred vigorously with a solution of tetrabutylammonium hydrogensulfate in 2.5 molar aqueous sodium hydroxide, at room temperature, over night. The organic layer is then separated off and concentrated. The residue is partitioned between ether and water, the etherphase washed with water and brine, dried over magnesium sulfate and evaporated to give crude N-... The reactants are O1CCC(CC1)=O (dihydro-2H-pyran-4(3H)-one), BrC=1C(=NC=CC1)OC1=CC=C(C=C1)NC1=NC=CC=C1 (N-(4-(3-bromopyridin-2-yloxy)phenyl)pyridin-2-amine), C(C)(C)[Mg]Cl (isopropylmagnesium chloride), C(C)(C)[Mg]Cl (isopropylmagnesium chloride). The solvent is C1CCOC1 (THF). Conditions: time 1 hour. Yields the product N1=C(C=CC=C1)NC1=CC=C(OC2=NC=CC=C2C2(CCOCC2)O)C=C1 (4-(2-(4-(PYRIDIN-2-YLAMINO)PHENOXY)PYRIDIN-3-YL)TETRAHYDRO-2H-PYRAN-4-OL). RXN SMILES: Br[C:2]1[C:3]([O:8][C:9]2[CH:14]=[CH:13][C:12]([NH:15][C:16]3[CH:21]=[CH:20][CH:19]=[CH:18][N:17]=3)=[CH:11][CH:10]=2)=[N:4][CH:5]=[CH:6][CH:7]=1.C([Mg]Cl)(C)C.[O:27]1[CH2:32][CH2:31][C:30](=[O:33])[CH2:29][CH2:28]1>C1COCC1>[N:17]1[CH:18]=[CH:19][CH:20]=[CH:21][C:16]=1[NH:15][C:12]1[CH:13]=[CH:14][C:9]([O:8][C:3]2[C:2]([C:30]3([OH:33])[CH2:31][CH2:32][O:27][CH2:28][CH2:29]3)=[CH:7][CH:6]=[CH:5][N:4]=2)=[CH:10][CH:11]=1. Procedure: To a suspension of N-(4-(3-bromopyridin-2-yloxy)phenyl)pyridin-2-amine (1 g, 2.92 mmol) in THF (10 mL) at room temperature was added isopropylmagnesium chloride (5.11 mL, 10.23 mmol). After 1 h stirring at room temperature, another equal amount of isopropylmagnesium chloride was added and the resulting mixture was stirred at room temperature overnight. To the solution was added dropwise dihydro-2H-pyran-4(3H)-one (0.540 mL, 5.84 mmol) and stirring was continued for 1 h. Reaction was quenched wit... The reactants are ClC=1C=C(C=CC1Cl)C(CCC(=O)O)O (4-(3,4-dichlorophenyl)-4-hydroxybutanoic acid), ClC=1C=C(C=CC1Cl)C(CCC(=O)O)=O (4-(3,4-dichlorophenyl)-4-ketobutanoic acid), hydroxy acid, ClC=1C=C(C=CC1Cl)C(CCC(=O)O)C1=CC=CC=C1 (4-(3,4-dichlorophenyl)-4-phenylbutanoic acid), ( 1 ), ( 2 ). Product: ClC=1C=C(C=CC1Cl)C1CCC(O1)=O (5-(3,4-dichlorophenyl)-dihydro-2(3H)-furanone), ( 3 ). Reaction SMILES: [Cl:1][C:2]1[CH:3]=[C:4]([CH:9](C2C=CC=CC=2)[CH2:10][CH2:11][C:12]([OH:14])=[O:13])[CH:5]=[CH:6][C:7]=1[Cl:8].ClC1C=C(C(=O)CCC(O)=O)C=CC=1Cl.ClC1C=C(C(O)CCC(O)=O)C=CC=1Cl>>[Cl:1][C:2]1[CH:3]=[C:4]([CH:9]2[O:13][C:12](=[O:14])[CH2:11][CH2:10]2)[CH:5]=[CH:6][C:7]=1[Cl:8]. Reported procedure: A novel three-step process for preparing 4-(3,4-dichlorophenyl)-4-phenylbutanoic acid is disclosed, which involves (1) reducing 4-(3,4-dichlorophenyl)-4-ketobutanoic acid to 4-(3,4-dichlorophenyl)-4-hydroxybutanoic acid; (2) then converting the intermediate hydroxy acid formed in the first step to 5-(3,4-dichlorophenyl)-dihydro-2(3H)-furanone, and (3) thereafter reacting the resulting gamma-butyrolactone compound with benzene in a Friedel-Crafts type reaction to form the desired final product. T... Starting materials: CCOC(C)=O, CCCCCC, CCO, Cl, NOCc1ccc([N+](=O)[O-])cc1, CCC(=O)c1ccc(OC)c(O)c1, c1ccncc1. Product: CCC(=NOCc1ccc([N+](=O)[O-])cc1)c1ccc(OC)c(O)c1. Reaction SMILES: [C:39]([O:40][CH2:41][CH3:42])(=[O:43])[CH3:44].[CH3:33][CH2:34][CH2:35][CH2:36][CH2:37][CH3:38].[CH3:45][CH2:46][OH:47].[ClH:14].[N+:15](=[O:16])([O-:17])[c:18]1[cH:19][cH:20][c:21]([CH2:22][O:23][NH2:24])[cH:25][cH:26]1.[OH:1][c:2]1[cH:3][c:4]([C:10]([CH2:11][CH3:12])=[O:13])[cH:5][cH:6][c:7]1[O:8][CH3:9].[cH:27]1[cH:28][cH:29][n:30][cH:31][cH:32]1>>[OH:1][c:2]1[cH:3][c:4]([C:10]([CH2:11][CH3:12])=[N:24][O:23][CH2:22][c:21]2[cH:20][cH:19][c:18]([N+:15](=[O:16])[O-:17])[cH:26][cH:25]2)[cH:5][cH:6][c:7]1[O:8][CH3:9]. Reactants: Cc1noc(NC(=O)OCC(Cl)(Cl)Cl)c1C, CS(C)=O, CCN(C(C)C)C(C)C, Clc1ccc(-c2csc(N3CCNCC3)n2)c(Cl)c1, O. The product is Cc1noc(NC(=O)N2CCN(c3nc(-c4ccc(Cl)cc4Cl)cs3)CC2)c1C. Reaction SMILES: [CH3:1][c:2]1[n:3][o:4][c:5]([NH:8][C:9]([O:10][CH2:11][C:12]([Cl:13])([Cl:14])[Cl:15])=[O:16])[c:6]1[CH3:7].[CH3:46][S:47](=[O:48])[CH3:49].[CH:36]([N:37]([CH:38]([CH3:39])[CH3:40])[CH2:41][CH3:42])([CH3:43])[CH3:44].[Cl:17][c:18]1[c:19](-[c:25]2[n:26][c:27]([N:30]3[CH2:31][CH2:32][NH:33][CH2:34][CH2:35]3)[s:28][cH:29]2)[cH:20][cH:21][c:22]([Cl:24])[cH:23]1.[OH2:45]>>[CH3:1][c:2]1[n:3][o:4][c:5]([NH:8][C:9](=[O:16])[N:33]2[CH2:32][CH2:31][N:30]([c:27]3[n:26][c:25](-[c:19]4[c:18]([Cl:17])[cH:23][c:22]([Cl:24])[cH:21][cH:20]4)[cH:29][s:28]3)[CH2:35][CH2:34]2)[c:6]1[CH3:7]. Reactants: mercuric chloride, ice, ClC=1C(=CC2=C(NC(O2)=O)C1)S(=O)(=O)Cl (5-chloro-6-chlorosulfonyl-3H-benzooxazol-2-one), C(C)O (ethanol). Reagents/catalysts: [Zn] (Zinc). Run in O (water), Cl (hydrochloric acid), Cl (hydrochloric acid). Run at time 15 minute. The product is ClC=1C(=CC2=C(NC(O2)=O)C1)S (5-chloro-6-sulfanyl-3H-benzooxazol-2-one). Isolated yield 102.4%. Reaction SMILES: [Cl:1][C:2]1[C:3]([S:12](Cl)(=O)=O)=[CH:4][C:5]2[O:9][C:8](=[O:10])[NH:7][C:6]=2[CH:11]=1.C(O)C>O.Cl.[Zn]>[Cl:1][C:2]1[C:3]([SH:12])=[CH:4][C:5]2[O:9][C:8](=[O:10])[NH:7][C:6]=2[CH:11]=1. Reported procedure: Zinc dust (14.4 g, 0.22 mol) was added to a solution of mercuric chloride (2.86 g, 10.6 mmol) in water (42 mL) and concentrated hydrochloric acid (1.7 mL). The mixture was stirred for 15 min and the supernatant poured off. The residue was washed with water (2×15 mL), ethanol (2×15 mL) and diethyl ether (2×15 mL). 5-chloro-6-chlorosulfonyl-3H-benzooxazol-2-one (12.3 g, 46 mmol) and ethanol (70 mL) were added to the residue and the mixture placed in an ice-bath. Concentrated hydrochloric acid (36 ...